Dataset: the Open Reaction Database (ORD), a public repository of structured organic reaction records. Task: describe an organic reaction: reactants, conditions, products, and yield Reactants: N([C@@H](C(C)C)C(=O)N[C@@H](CC1=CC=CC=C1)C(=O)O)C(=O)OCC1=CC=CC=C1 (Cbz-Val-Phe-OH), O (water), C=O (paraformaldehyde), O.C1(=CC=C(C=C1)S(=O)(=O)O)C (p-toluenesulfonic acid monohydrate). Run in C1=CC=CC=C1 (benzene). Product: CC(C(C(=O)N1COC(C1CC1=CC=CC=C1)=O)NC(OCC1=CC=CC=C1)=O)C ([2-methyl-1-[[5-oxo-4-(phenylmethyl)-3-oxazolidinyl]carbonyl]propyl]-carbamic acid, phenylmethyl ester). Isolated yield 187.4%. RXN SMILES: [NH:1]([C:20]([O:22][CH2:23][C:24]1[CH:29]=[CH:28][CH:27]=[CH:26][CH:25]=1)=[O:21])[C@H:2]([C:6]([NH:8][C@H:9]([C:17]([OH:19])=[O:18])[CH2:10][C:11]1[CH:16]=[CH:15][CH:14]=[CH:13][CH:12]=1)=[O:7])[CH:3]([CH3:5])[CH3:4].C=O.O.[C:33]1(C)C=CC(S(O)(=O)=O)=CC=1.O>C1C=CC=CC=1>[CH3:4][CH:3]([CH3:5])[CH:2]([NH:1][C:20](=[O:21])[O:22][CH2:23][C:24]1[CH:29]=[CH:28][CH:27]=[CH:26][CH:25]=1)[C:6]([N:8]1[CH:9]([CH2:10][C:11]2[CH:16]=[CH:15][CH:14]=[CH:13][CH:12]=2)[C:17](=[O:19])[O:18][CH2:33]1)=[O:7] |f:2.3|. Reported procedure: Cbz-Val-Phe-OH (4.67 g, 11.7 mmol, obtained from Sigma Chemical Company, St. Louis, Mo. 63178) is combined with paraformaldehyde (5 g) and p-toluenesulfonic acid monohydrate (500 mg, 2.6 mmol) in benzene (120 mL). The reaction is heated at reflux for 23 hours with continuous removal of water with a Dean-Stark trap. The reaction then cooled to room temperature and concentrated under vacuum. The residue is dissolved in ethyl acetate (100 mL) and saturated aqueous sodium bicarbonate (60 ) is added ... Starting materials: CCOC(=O)C(C#N)C1(C[N+](=O)[O-])C(=O)N2CCOc3cc(Cl)cc1c32, O, ClP(Cl)Cl, c1ccncc1. Yields the product CCOC(=O)C(C#N)C1(C#N)C(=O)N2CCOc3cc(Cl)cc1c32. As a reaction SMILES: [Cl:1][c:2]1[cH:3][c:4]2[c:5]3[c:12]([cH:13]1)[C:11]([CH2:14][N+:15]([O-:16])=[O:17])([CH:18]([C:19](=[O:20])[O:21][CH2:22][CH3:23])[C:24]#[N:25])[C:10](=[O:26])[N:6]3[CH2:7][CH2:8][O:9]2.[OH2:31].[P:27]([Cl:28])([Cl:29])[Cl:30].[cH:32]1[cH:33][cH:34][n:35][cH:36][cH:37]1>>[Cl:1][c:2]1[cH:3][c:4]2[c:5]3[c:12]([cH:13]1)[C:11]([C:14]#[N:15])([CH:18]([C:19](=[O:20])[O:21][CH2:22][CH3:23])[C:24]#[N:25])[C:10](=[O:26])[N:6]3[CH2:7][CH2:8][O:9]2. Starting materials: C1=NC=CC2=CC=CC=C12 (isoquinoline), [OH-].[Na+] (sodium hydroxide), C(C)C(CC1=CC=CC=C1)Cl (α-ethylphenethyl chloride), ClC(C(=O)Cl)Cl (dichloroacetyl chloride), CC1NC(CC2=CC=CC=C12)CC (1-methyl-3-ethyl-1,2,3,4-tetrahydroisoquinoline). Solvent: C(Cl)Cl (methylene chloride), C(C)#N (acetonitrile), O (water). Yields the product ClC(C(=O)N1C(C2=CC=CC=C2CC1CC)C)Cl (2-(Dichloroacetyl)-1-methyl-3-ethyl-1,2,3,4-tetrahydroisoquinoline). RXN SMILES: C(C(Cl)CC1C=CC=CC=1)C.[CH3:12][CH:13]1[C:22]2[C:17](=[CH:18][CH:19]=[CH:20][CH:21]=2)[CH2:16][CH:15]([CH2:23][CH3:24])[NH:14]1.C1C2C(=CC=CC=2)C=CN=1.[OH-].[Na+].[Cl:37][CH:38]([Cl:42])[C:39](Cl)=[O:40]>O.C(Cl)Cl.C(#N)C>[Cl:37][CH:38]([Cl:42])[C:39]([N:14]1[CH:15]([CH2:23][CH3:24])[CH2:16][C:17]2[C:22](=[CH:21][CH:20]=[CH:19][CH:18]=2)[CH:13]1[CH3:12])=[O:40] |f:3.4|. Reported procedure: By procedures described in Example 1, α-ethylphenethyl chloride and acetonitrile were converted to 1-methyl-3-ethyl-1,2,3,4-tetrahydroisoquinoline. A reaction vessel was charged with 3 g of this isoquinoline compound, 10 ml 10% sodium hydroxide and 50 ml methylene chloride. With this mixture stirred, 1.1 equivalents dichloroacetyl chloride was added dropwise to the mixture. The mixture was stirred for 15 minutes, then water was added. The organic extract was dried with magnesium sulfate, strippe... The reactants are ICl (ICl), N1=CC=C(C=C1)C1=CC=CC=C1C1=CC=2C(C3=CC(=CC=C3C2C=C1)[Si](C)(C)C)(CCCCCCCC)CCCCCCCC (2-(6-p-pyridyl-phenyl)-7-trimethylsilyl-9,9-dioctylfluorene). Solvent: CO (MeOH), ClCCl (dichloromethane). Run at time 2 hour. The product is N1=CC=C(C=C1)C1=CC=CC=C1C1=CC=2C(C3=CC(=CC=C3C2C=C1)I)(CCCCCCCC)CCCCCCCC (2-(6-p-pyridyl-phenyl)-7-iodo-9,9-dioctylfluorene). Isolated yield 85.0%. RXN SMILES: [I:1]Cl.[N:3]1[CH:8]=[CH:7][C:6]([C:9]2[C:14]([C:15]3[CH:27]=[CH:26][C:25]4[C:24]5[C:19](=[CH:20][C:21]([Si](C)(C)C)=[CH:22][CH:23]=5)[C:18]([CH2:40][CH2:41][CH2:42][CH2:43][CH2:44][CH2:45][CH2:46][CH3:47])([CH2:32][CH2:33][CH2:34][CH2:35][CH2:36][CH2:37][CH2:38][CH3:39])[C:17]=4[CH:16]=3)=[CH:13][CH:12]=[CH:11][CH:10]=2)=[CH:5][CH:4]=1>CO.ClCCl>[N:3]1[CH:8]=[CH:7][C:6]([C:9]2[C:14]([C:15]3[CH:27]=[CH:26][C:25]4[C:24]5[C:19](=[CH:20][C:21]([I:1])=[CH:22][CH:23]=5)[C:18]([CH2:40][CH2:41][CH2:42][CH2:43][CH2:44][CH2:45][CH2:46][CH3:47])([CH2:32][CH2:33][CH2:34][CH2:35][CH2:36][CH2:37][CH2:38][CH3:39])[C:17]=4[CH:16]=3)=[CH:13][CH:12]=[CH:11][CH:10]=2)=[CH:5][CH:4]=1. Reported procedure: 1.5 ml of an 1.0 M ICl solution in MeOH was slowly added to a solution of 500 mg (0.813 mmol) of 2-(6-p-pyridyl-phenyl)-7-trimethylsilyl-9,9-dioctylfluorene in 5 mL of dichloromethane. The resulting darkred solution was stirred for 2 h at room temperature after which the reaction mixture was quenched with a large excess of a Na2S2O3 in water. The mixture was extracted with water, and the organic fraction was dried using MgSO4 and the solvents were removed under reduced pressure. The product was ... Starting materials: CCC=CCC1C(CC#N)CCC12OCCO2, CC(C)C[AlH]CC(C)C, CCCCCC, CC(=O)O, [Cl-], [H-], [NH4+], O. The product is CCC=CCC1C(CC=O)CCC12OCCO2. Reaction SMILES: [C:1](#[N:2])[CH2:3][CH:4]1[CH:5]([CH2:13][CH:14]=[CH:15][CH2:16][CH3:17])[C:6]2([CH2:7][CH2:8]1)[O:9][CH2:10][CH2:11][O:12]2.[CH3:18][CH:19]([CH2:20][AlH:21][CH2:22][CH:23]([CH3:24])[CH3:25])[CH3:26].[CH3:31][CH2:32][CH2:33][CH2:34][CH2:35][CH3:36].[CH3:37][C:38](=[O:39])[OH:40].[Cl-:28].[H-:27].[NH4+:29].[OH2:30]>>[CH:1]([CH2:3][CH:4]1[CH:5]([CH2:13][CH:14]=[CH:15][CH2:16][CH3:17])[C:6]2([CH2:7][CH2:8]1)[O:9][CH2:10][CH2:11][O:12]2)=[O:30]. Reactants: C(C=C)OC(=O)N1[C@@H](C[C@@H](C1)SC1=C(N2C([C@@H]([C@H]2[C@H]1C)[C@@H](C)O)=O)C(=O)OCC=C)CCN1C=NC(=C1)CC(N)=O (allyl (4R,5S,6S)-3-[(2R,4S)-1-allyloxycarbonyl-2-{2-(4-carbamoylmethylimidazol-1-yl)ethyl}pyrrolidin-4-yl]thio-6-[(1R)-1-hydroxyethyl]-4-methyl-7-oxo-1-azabicyclo [3.2.0]hept-2-ene-2-carboxylate), CI (methyl iodide). The solvent is CC(=O)C (acetone). Run at time 5.5 hour. The product is [I-].C(C=C)OC(=O)N1[C@@H](C[C@@H](C1)SC1=C(N2C([C@@H]([C@H]2[C@H]1C)[C@@H](C)O)=O)C(=O)OCC=C)CC[N+]1=CN(C(=C1)CC(N)=O)C (allyl (4R,5S,6S)-3-[(2R,4S)-1-allyloxycarbonyl-2-{2-(4-carbamoylmethyl-3-methyl-1-imidazolio)ethyl}pyrrolidin-4yl]thio-6-[(1R)-1-hydroxyethyl]-4-methyl-7-oxo-1-azabicyclo[3.2.0]hept-2-ene-2-carboxylate iodide). Reaction SMILES: [CH2:1]([O:4][C:5]([N:7]1[CH2:11][C@@H:10]([S:12][C:13]2[C@H:19]([CH3:20])[C@H:18]3[N:15]([C:16](=[O:24])[C@@H:17]3[C@H:21]([OH:23])[CH3:22])[C:14]=2[C:25]([O:27][CH2:28][CH:29]=[CH2:30])=[O:26])[CH2:9][C@H:8]1[CH2:31][CH2:32][N:33]1[CH:37]=[C:36]([CH2:38][C:39](=[O:41])[NH2:40])[N:35]=[CH:34]1)=[O:6])[CH:2]=[CH2:3].[CH3:42][I:43]>CC(C)=O>[I-:43].[CH2:1]([O:4][C:5]([N:7]1[CH2:11][C@@H:10]([S:12][C:13]2[C@H:19]([CH3:20])[C@H:18]3[N:15]([C:16](=[O:24])[C@@H:17]3[C@H:21]([OH:23])[CH3:22])[C:14]=2[C:25]([O:27][CH2:28][CH:29]=[CH2:30])=[O:26])[CH2:9][C@H:8]1[CH2:31][CH2:32][N+:33]1[CH:37]=[C:36]([CH2:38][C:39](=[O:41])[NH2:40])[N:35]([CH3:42])[CH:34]=1)=[O:6])[CH:2]=[CH2:3] |f:3.4|. Procedure details: To a solution of allyl (4R,5S,6S)-3-[(2R,4S)-1-allyloxycarbonyl-2-{2-(4-carbamoylmethylimidazol-1-yl)ethyl}pyrrolidin-4-yl]thio-6-[(1R)-1-hydroxyethyl]-4-methyl-7-oxo-1-azabicyclo [3.2.0]hept-2-ene-2-carboxylate (1.08 g) in acetone (5.4 ml) was added methyl iodide (1.15 ml) at room temperature and the solution was allowed to stand for 5.5 hours. The solvent was evaporated to give allyl (4R,5S,6S)-3-[(2R,4S)-1-allyloxycarbonyl-2-{2-(4-carbamoylmethyl-3-methyl-1-imidazolio)ethyl}pyrrolidin-4yl]thi... Starting materials: C(C)(C)(C)OC(NC1CNC2=C(N(C1=O)CCOCC1=CC=CC=C1)C=CC=C2)=O ([(RS)-1-(2-benzyloxy-ethyl)-2-oxo-2,3,4,5-tetrahydro-1H-benzo[b][1,4]diazepin-3-yl]-carbamic acid tert-butyl ester), C([O-])([O-])=O.[Cs+].[Cs+] (cesium carbonate), FC(S(=O)(=O)OCC(F)(F)F)(F)F (2,2,2-trifluoroethyl trifluoromethanesulphonate), solid. Solvent: CN(C=O)C (N,N-dimethylformamide). Conditions: temperature 60 celsius, time 18 hour. Product: FC(COC(=O)N1C2=C(N(C([C@H](C1)NC(=O)OC(C)(C)C)=O)CCOCC1=CC=CC=C1)C=CC=C2)(F)F ((S)-5-(2-Benzyloxy-ethyl)-3-tert-butoxycarbonylamino-4-oxo-2,3,4,5-tetrahydro-benzo[b][1,4]diazepine-1-carboxylic acid 2,2,2-trifluoro-ethyl ester). As a reaction SMILES: [C:1]([O:5][C:6](=[O:30])[NH:7][CH:8]1[C:14](=[O:15])[N:13]([CH2:16][CH2:17][O:18][CH2:19][C:20]2[CH:25]=[CH:24][CH:23]=[CH:22][CH:21]=2)[C:12]2[CH:26]=[CH:27][CH:28]=[CH:29][C:11]=2[NH:10][CH2:9]1)([CH3:4])([CH3:3])[CH3:2].[C:31](=[O:34])([O-])[O-:32].[Cs+].[Cs+].FC(F)(F)S(O[CH2:43][C:44]([F:47])([F:46])[F:45])(=O)=O>CN(C)C=O>[F:45][C:44]([F:47])([F:46])[CH2:43][O:32][C:31]([N:10]1[CH2:9][C@H:8]([NH:7][C:6]([O:5][C:1]([CH3:4])([CH3:2])[CH3:3])=[O:30])[C:14](=[O:15])[N:13]([CH2:16][CH2:17][O:18][CH2:19][C:20]2[CH:25]=[CH:24][CH:23]=[CH:22][CH:21]=2)[C:12]2[CH:26]=[CH:27][CH:28]=[CH:29][C:11]1=2)=[O:34] |f:1.2.3|. Procedure details: A solution of 301 mg of [(RS)-1-(2-benzyloxy-ethyl)-2-oxo-2,3,4,5-tetrahydro-1H-benzo[b][1,4]diazepin-3-yl]-carbamic acid tert-butyl ester in 6 ml of N,N-dimethylformamide was treated with 477 mg of cesium carbonate, 350 mg of 2,2,2-trifluoroethyl trifluoromethanesulphonate, and about 300 mg of solid carbondioxide. The reaction mixture was stirred in a sealed tube at 60° C. for 18 hours. For the working-up, the solvent was evaporated under reduced pressure, and the residue was distributed betwee...